From a dataset of the Open Reaction Database (ORD), a public repository of structured organic reaction records. describe an organic reaction: reactants, conditions, products, and yield The reactants are C1CCOC1, CCOC(C)=O, COc1cc(C)c(S(=O)(=O)N(C)Cc2nc3cccc(CO)c3[nH]2)c(C)c1, O=S(Cl)Cl. Yields the product COc1cc(C)c(S(=O)(=O)N(C)Cc2nc3cccc(CCl)c3[nH]2)c(C)c1. RXN SMILES: [CH2:32]1[O:33][CH2:34][CH2:35][CH2:36]1.[CH3:37][CH2:38][O:39][C:40](=[O:41])[CH3:42].[OH:5][CH2:6][c:7]1[cH:8][cH:9][cH:10][c:11]2[c:12]1[nH:13][c:14]([CH2:16][N:17]([S:18](=[O:19])(=[O:20])[c:21]1[c:22]([CH3:30])[cH:23][c:24]([O:28][CH3:29])[cH:25][c:26]1[CH3:27])[CH3:31])[n:15]2.[S:1]([Cl:2])([Cl:3])=[O:4]>>[Cl:3][CH2:6][c:7]1[cH:8][cH:9][cH:10][c:11]2[c:12]1[nH:13][c:14]([CH2:16][N:17]([S:18](=[O:19])(=[O:20])[c:21]1[c:22]([CH3:30])[cH:23][c:24]([O:28][CH3:29])[cH:25][c:26]1[CH3:27])[CH3:31])[n:15]2. The reactants are Brc1cccnc1, c1ccc(CN2CC3NCCC32)cc1, CC(C)(C)[O-], [Na+]. The product is c1ccc(CN2CC3C2CCN3c2cccnc2)cc1. As a reaction SMILES: [Br:15][c:16]1[cH:17][n:18][cH:19][cH:20][cH:21]1.[CH2:1]([c:2]1[cH:3][cH:4][cH:5][cH:6][cH:7]1)[N:8]1[CH:9]2[CH2:10][CH2:11][NH:12][CH:13]2[CH2:14]1.[CH3:22][C:23]([CH3:24])([O-:25])[CH3:26].[Na+:27]>>[CH2:1]([c:2]1[cH:3][cH:4][cH:5][cH:6][cH:7]1)[N:8]1[CH:9]2[CH2:10][CH2:11][N:12]([c:16]3[cH:17][n:18][cH:19][cH:20][cH:21]3)[CH:13]2[CH2:14]1. The reactants are O.C1(=CC=C(C=C1)S(=O)(=O)O)C (p-toluenesulfonic acid monohydrate), [BH3-]C#N.[Na+] (NaBH3CN), C(C)(C)(C)OC(=O)NN=C(C)C1=CC=C(C=C1)C(=O)OCC (tert-butyl-2-{1-[4-(ethoxycarbonyl)phenyl]ethylidene}hydrazinecarboxylate), [OH-].[Na+] (NaOH). Solvent: C(Cl)Cl (CH2Cl2), C(Cl)Cl (CH2Cl2), C1CCOC1 (THF), C1CCOC1 (THF), CCOC(=O)C (EtOAc). Run at time 1 hour. Product: C(C)OC(=O)C1=CC=C(C=C1)C(C)NNC(=O)OC(C)(C)C (tert-butyl 2-{1-[4-(ethoxycarbonyl)phenyl]ethyl}hydrazinecarboxylate). RXN SMILES: [BH3-]C#N.[Na+].[C:5]([O:9][C:10]([NH:12][N:13]=[C:14]([C:16]1[CH:21]=[CH:20][C:19]([C:22]([O:24][CH2:25][CH3:26])=[O:23])=[CH:18][CH:17]=1)[CH3:15])=[O:11])([CH3:8])([CH3:7])[CH3:6].O.C1(C)C=CC(S(O)(=O)=O)=CC=1.[OH-].[Na+]>C1COCC1.CCOC(C)=O.C(Cl)Cl>[CH2:25]([O:24][C:22]([C:19]1[CH:20]=[CH:21][C:16]([CH:14]([NH:13][NH:12][C:10]([O:9][C:5]([CH3:7])([CH3:6])[CH3:8])=[O:11])[CH3:15])=[CH:17][CH:18]=1)=[O:23])[CH3:26] |f:0.1,3.4,5.6|. Procedure: In a N2 filled round-bottomed flask equipped with serum caps and magnetic stirrer, NaBH3CN (6.0 g, 0.095 mol) and tert-butyl-2-{1-[4-(ethoxycarbonyl)phenyl]ethylidene}hydrazinecarboxylate (25.6 g, 0.084 mol) were dissolved in THF (200 mL). A solution of p-toluenesulfonic acid monohydrate (17.3 g, 0.091 mol) in THF (50 mL) was slowly added via syringe pump. Completion of addition required about 10 h. The mixture was diluted with EtOAc (200 mL) and the suspension extracted with brine (150 mL). The... Starting materials: FC1=C(OC2=CC(=NC=N2)NC(=O)N2CCOCC2)C=CC(=C1)[N+](=O)[O-] (Morpholine-4-carboxylic acid [6-(2-fluoro-4-nitrophenoxy)pyrimidin-4-yl]amide), C(C)(=O)OCC.O1CCCC1 (ethyl acetate tetrahydrofuran), [Cl-].[NH4+] (ammonium chloride). The reagents and catalysts are [Fe] (iron). Run in C(C)O (ethanol), O (water). The product is NC1=CC(=C(OC2=CC(=NC=N2)NC(=O)N2CCOCC2)C=C1)F (Morpholine-4-carboxylic acid [6-(4-amino-2-fluorophenoxy)pyrimidin-4-yl]amide). Yield: 83.9%. As a reaction SMILES: [F:1][C:2]1[CH:23]=[C:22]([N+:24]([O-])=O)[CH:21]=[CH:20][C:3]=1[O:4][C:5]1[N:10]=[CH:9][N:8]=[C:7]([NH:11][C:12]([N:14]2[CH2:19][CH2:18][O:17][CH2:16][CH2:15]2)=[O:13])[CH:6]=1.[Cl-].[NH4+].C(OCC)(=O)C.O1CCCC1>C(O)C.O.[Fe]>[NH2:24][C:22]1[CH:21]=[CH:20][C:3]([O:4][C:5]2[N:10]=[CH:9][N:8]=[C:7]([NH:11][C:12]([N:14]3[CH2:15][CH2:16][O:17][CH2:18][CH2:19]3)=[O:13])[CH:6]=2)=[C:2]([F:1])[CH:23]=1 |f:1.2,3.4|. Procedure: Morpholine-4-carboxylic acid [6-(2-fluoro-4-nitrophenoxy)pyrimidin-4-yl]amide (107 mg) was dissolved in ethanol (5 ml)-water (1 ml), and then electrolytic iron powder (110 mg) and ammonium chloride (220 mg) were added thereto, followed by heating under reflux for 30 min. The reaction mixture was cooled down to room temperature, and ethyl acetate-tetrahydrofuran (1:1) was then added thereto, followed by stirring. The reaction mixture was filtered through celite to remove an insoluble portion, whi...